This data is from the Open Reaction Database (ORD), a public repository of structured organic reaction records. The task is: describe an organic reaction: reactants, conditions, products, and yield As a reaction SMILES: [Si:1]([O:8][CH2:9][C:10]1[N:15]=[CH:14][C:13]2[N:16]([C:19]3[S:23][C:22]([C:24]([O:26][CH3:27])=[O:25])=[C:21]([OH:28])[CH:20]=3)[CH:17]=[N:18][C:12]=2[CH:11]=1)([C:4]([CH3:7])([CH3:6])[CH3:5])([CH3:3])[CH3:2].[F:29][C:30]([F:41])([F:40])[C:31]1[CH:36]=[CH:35][CH:34]=[CH:33][C:32]=1[C@@H:37](O)[CH3:38].C1(P(C2C=CC=CC=2)C2C=CC=CC=2)C=CC=CC=1.N(C(OC(C)(C)C)=O)=NC(OC(C)(C)C)=O>ClCCl>[Si:1]([O:8][CH2:9][C:10]1[N:15]=[CH:14][C:13]2[N:16]([C:19]3[S:23][C:22]([C:24]([O:26][CH3:27])=[O:25])=[C:21]([O:28][C@@H:37]([C:32]4[CH:33]=[CH:34][CH:35]=[CH:36][C:31]=4[C:30]([F:29])([F:40])[F:41])[CH3:38])[CH:20]=3)[CH:17]=[N:18][C:12]=2[CH:11]=1)([C:4]([CH3:5])([CH3:6])[CH3:7])([CH3:2])[CH3:3]. Run in ClCCl (dichloromethane). Procedure: In a similar manner as described for example B31, 7.3 g of methyl 5-[6-({[tert-butyl(dimethyl)silyl]oxy}methyl)-3H-imidazo[4,5-c]pyridin-3-yl]-3-hydroxythiophene-2-carboxylate, 5.0 g of (1S)-1-[2-(trifluoromethyl)phenyl]ethanol, 9.2 g of triphenylphosphine (polymer bound, ˜3 mmol/g) and 8.1 g of di-tert-butyl azodicarboxylate in 180 ml anhydrous dichloromethane yield the title compound. Yields the product [Si](C)(C)(C(C)(C)C)OCC1=CC2=C(C=N1)N(C=N2)C2=CC(=C(S2)C(=O)OC)O[C@H](C)C2=C(C=CC=C2)C(F)(F)F (Methyl 5-[6-({[tert-butyl(dimethyl)silyl]oxy}methyl)-3H-imidazo[4,5-c]pyridin-3-yl]-3-{(1R)-1-[2-(trifluoromethyl)phenyl]ethoxy}thiophene-2-carboxylate). The reactants are [Si](C)(C)(C(C)(C)C)OCC1=CC2=C(C=N1)N(C=N2)C2=CC(=C(S2)C(=O)OC)O (methyl 5-[6-({[tert-butyl(dimethyl)silyl]oxy}methyl)-3H-imidazo[4,5-c]pyridin-3-yl]-3-hydroxythiophene-2-carboxylate), N(=NC(=O)OC(C)(C)C)C(=O)OC(C)(C)C (di-tert-butyl azodicarboxylate), FC(C1=C(C=CC=C1)[C@H](C)O)(F)F ((1S)-1-[2-(trifluoromethyl)phenyl]ethanol), C1(=CC=CC=C1)P(C1=CC=CC=C1)C1=CC=CC=C1 (triphenylphosphine).